Task: describe an organic reaction: reactants, conditions, products, and yield. Dataset: the Open Reaction Database (ORD), a public repository of structured organic reaction records Reactants: C(C)(C)N(CC)C(C)C (diisopropylethylamine), N1[C@@H](CC=2CCCCC12)C(=O)OCC1=CC=CC=C1 (benzyl (2S)-2,3,4,5,6,7-hexahydro-1H-indole-2-carboxylate), Br[C@@H](C(=O)Cl)C ((2R)-2-bromopropionyl chloride). Run in ClCCl (dichloromethane). Reaction conditions: time 1 hour. The product is Br[C@@H](C(=O)N1[C@@H](CC=2CCCCC12)C(=O)OCC1=CC=CC=C1)C (benzyl (2S)-1-[(2R)-2-bromopropionyl]-2,3,4,5,6,7-hexahydro-1H-indole-2-carboxylate). As a reaction SMILES: [NH:1]1[C:9]2[CH2:8][CH2:7][CH2:6][CH2:5][C:4]=2[CH2:3][C@H:2]1[C:10]([O:12][CH2:13][C:14]1[CH:19]=[CH:18][CH:17]=[CH:16][CH:15]=1)=[O:11].C(N(C(C)C)CC)(C)C.[Br:29][C@H:30]([CH3:34])[C:31](Cl)=[O:32]>ClCCl>[Br:29][C@H:30]([CH3:34])[C:31]([N:1]1[C:9]2[CH2:8][CH2:7][CH2:6][CH2:5][C:4]=2[CH2:3][C@H:2]1[C:10]([O:12][CH2:13][C:14]1[CH:19]=[CH:18][CH:17]=[CH:16][CH:15]=1)=[O:11])=[O:32]. Reported procedure: Introduce 200 g of benzyl (2S)-2,3,4,5,6,7-hexahydro-1H-indole-2-carboxylate and 1.5 litres of dichloromethane into a reactor, then bring the temperature of the reaction mixture to 0° C. and add 201 ml of diisopropylethylamine followed by 132 g of (2R)-2-bromopropionyl chloride. Subsequently, bring the mixture to ambient temperature. After stirring for 1 hour at that temperature, wash the mixture with water and then with a dilute acetic acid solution. The benzyl (2S)-1-[(2R)-2-bromopropionyl]-2,...